Dataset: the Open Reaction Database (ORD), a public repository of structured organic reaction records. Task: describe an organic reaction: reactants, conditions, products, and yield Reactants: C(C)(=O)O.C1(=CC=CC=C1)C1CCC(CC1)=NO (4-phenylcyclohexanone oxime acetate), O1CCCC1 (tetrahydrofuran). Run in C(C)(C)(C)O (t-butanol). Product: C1(=CC=CC=C1)[C@@H]1CC[C@H](CC1)N (trans 4-phenylcyclohexylamine). RXN SMILES: C(O)(=O)C.[C:5]1([CH:11]2[CH2:16][CH2:15][C:14](=[N:17]O)[CH2:13][CH2:12]2)[CH:10]=[CH:9][CH:8]=[CH:7][CH:6]=1.O1CCCC1>C(O)(C)(C)C>[C:5]1([C@H:11]2[CH2:12][CH2:13][C@H:14]([NH2:17])[CH2:15][CH2:16]2)[CH:10]=[CH:9][CH:8]=[CH:7][CH:6]=1 |f:0.1|. Procedure details: Into a solution of 8.58 g. of 4-phenylcyclohexanone oxime acetate (prepared in Example 79) in 90 ml. of tetrahydrofuran and 27 ml. of t-butanol, 350 ml. of ammonia is distilled from over sodium. To this there is added 1.9 g. of lithium in three portions at a rate that the blue color just persists. When the final blue color fades, 10 g. of solid ammonium chloride is added and the solvent is then evaporated with a stream of nitrogen. The residue is dissolved in ether and aqueous N-sodium hydroxide... Reactants: Cc1cc(Br)ccc1CNC1CC1, CCI, CC(C)=O, [K+], [K+], O=C([O-])[O-]. Product: CCN(Cc1ccc(Br)cc1C)C1CC1. RXN SMILES: [Br:1][c:2]1[cH:3][c:4]([CH3:13])[c:5]([CH2:6][NH:7][CH:8]2[CH2:9][CH2:10]2)[cH:11][cH:12]1.[CH2:14]([CH3:15])[I:16].[CH3:23][C:24](=[O:25])[CH3:26].[K+:17].[K+:18].[O-:19][C:20]([O-:21])=[O:22]>>[Br:1][c:2]1[cH:3][c:4]([CH3:13])[c:5]([CH2:6][N:7]([CH:8]2[CH2:9][CH2:10]2)[CH2:14][CH3:15])[cH:11][cH:12]1. Starting materials: C(C)(C)(C)OC(NC1(CCC1)C1=CC=C(C=C1)C1=NC2=CC=NC(=C2C=C1C1=CC=CC=C1)NN)=O (tert-butyl{1-[4-(5-hydrazino-3-phenyl-1,6-naphthyridin-2-yl)phenyl]cyclobutyl}carbamate), C(CCl)Cl (EDC), C=1C=CC2=C(C1)N=NN2O (HOBt), C(=O)O (formic acid). The solvent is C(C)(=O)OCC (ethyl acetate), CN1CCCC1=O (NMP), C(Cl)Cl (DCM). Reaction conditions: time 30 minute. Yields the product C(C)(C)(C)OC(NC1(CCC1)C1=CC=C(C=C1)C1=NC=2C=CN3C(C2C=C1C1=CC=CC=C1)=NN=C3)=O (tert-butyl{1-[4-(9-phenyl[1,2,4]triazolo[3,4-f]-1,6-naphthyridin-8-yl)phenyl]cyclobutyl}carbamate). RXN SMILES: [CH2:1](Cl)CCl.C1C=CC2N(O)N=NC=2C=1.C(O)=O.[C:18]([O:22][C:23](=[O:53])[NH:24][C:25]1([C:29]2[CH:34]=[CH:33][C:32]([C:35]3[C:44]([C:45]4[CH:50]=[CH:49][CH:48]=[CH:47][CH:46]=4)=[CH:43][C:42]4[C:37](=[CH:38][CH:39]=[N:40][C:41]=4[NH:51][NH2:52])[N:36]=3)=[CH:31][CH:30]=2)[CH2:28][CH2:27][CH2:26]1)([CH3:21])([CH3:20])[CH3:19]>C(OCC)(=O)C.CN1C(=O)CCC1.C(Cl)Cl>[C:18]([O:22][C:23](=[O:53])[NH:24][C:25]1([C:29]2[CH:30]=[CH:31][C:32]([C:35]3[C:44]([C:45]4[CH:46]=[CH:47][CH:48]=[CH:49][CH:50]=4)=[CH:43][C:42]4[C:41]5=[N:51][N:52]=[CH:1][N:40]5[CH:39]=[CH:38][C:37]=4[N:36]=3)=[CH:33][CH:34]=2)[CH2:28][CH2:27][CH2:26]1)([CH3:21])([CH3:19])[CH3:20]. Procedure: To a round bottom flask was added EDC (569 mg, 2.97 mmol), HOBt (401 mg, 10.6 mmol), formic acid (248 mg, 5.40 mmol), DCM (20 mL), & NMP (2.5 mL). The reaction mixture was then stirred at room temperature under an atmosphere of nitrogen for 30 minutes. Then added tert-butyl{1-[4-(5-hydrazino-3-phenyl-1,6-naphthyridin-2-yl)phenyl]cyclobutyl}carbamate (1-6) (1.30 g, 2.70 mmol). The reaction mixture was then permitted to stir overnight at room temperature under an atmosphere of nitrogen. The reacti... As a reaction SMILES: [CH3:44][OH:45].[H:42][H:43].[NH:1]1[CH2:2][CH2:3][CH:4]([CH2:7][CH2:8][C:9](=[O:10])[N:11]2[CH2:12][CH:13]([C:17](=[O:18])[NH:19][CH2:20][CH:21]([C:22](=[O:23])[OH:24])[NH:25][C:26]([c:27]3[cH:28][cH:29][c:30]([O:33][CH2:34][c:35]4[cH:36][cH:37][cH:38][cH:39][cH:40]4)[cH:31][cH:32]3)=[O:41])[CH2:14][CH2:15][CH2:16]2)[CH2:5][CH2:6]1>>[NH:1]1[CH2:2][CH2:3][CH:4]([CH2:7][CH2:8][C:9](=[O:10])[N:11]2[CH2:12][CH:13]([C:17](=[O:18])[NH:19][CH2:20][CH:21]([C:22](=[O:23])[OH:24])[NH:25][C:26]([c:27]3[cH:28][cH:29][c:30]([OH:33])[cH:31][cH:32]3)=[O:41])[CH2:14][CH2:15][CH2:16]2)[CH2:5][CH2:6]1. The product is O=C(NC(CNC(=O)C1CCCN(C(=O)CCC2CCNCC2)C1)C(=O)O)c1ccc(O)cc1. Reactants: CO, [H][H], O=C(NC(CNC(=O)C1CCCN(C(=O)CCC2CCNCC2)C1)C(=O)O)c1ccc(OCc2ccccc2)cc1. Starting materials: ClCCl, O=C=NS(=O)(=O)c1ccccc1Cl, COc1nc(N)nc(OC)n1. Yields the product COc1nc(NC(=O)NS(=O)(=O)c2ccccc2Cl)nc(OC)n1. RXN SMILES: [CH2:25]([Cl:26])[Cl:27].[Cl:12][c:13]1[c:14]([S:19](=[O:20])(=[O:21])[N:22]=[C:23]=[O:24])[cH:15][cH:16][cH:17][cH:18]1.[NH2:1][c:2]1[n:3][c:4]([O:10][CH3:11])[n:5][c:6]([O:8][CH3:9])[n:7]1>>[NH:1]([c:2]1[n:3][c:4]([O:10][CH3:11])[n:5][c:6]([O:8][CH3:9])[n:7]1)[C:23]([NH:22][S:19]([c:14]1[c:13]([Cl:12])[cH:18][cH:17][cH:16][cH:15]1)(=[O:20])=[O:21])=[O:24]. Starting materials: O=[N+]([O-])c1ccc(F)c(CBr)c1, CCCCn1c(=O)[nH]c(=O)c2c1nc(Cc1ccc(NC(C)=O)cc1)n2COC(=O)C(C)(C)C, CCOC(C)=O, CC#N, C1CCC2=NCCCN2CC1. The product is CCCCn1c(=O)n(Cc2cc([N+](=O)[O-])ccc2F)c(=O)c2c1nc(Cc1ccc(NC(C)=O)cc1)n2COC(=O)C(C)(C)C. RXN SMILES: [Br:46][CH2:47][c:48]1[c:49]([F:57])[cH:50][cH:51][c:52]([N+:54](=[O:55])[O-:56])[cH:53]1.[C:1]([CH3:2])(=[O:3])[NH:4][c:5]1[cH:6][cH:7][c:8]([CH2:9][c:10]2[n:11][c:12]3[n:13]([CH2:29][CH2:30][CH2:31][CH3:32])[c:14](=[O:28])[nH:15][c:16](=[O:27])[c:17]3[n:18]2[CH2:19][O:20][C:21]([C:22]([CH3:23])([CH3:24])[CH3:25])=[O:26])[cH:33][cH:34]1.[CH3:58][CH2:59][O:60][C:61](=[O:62])[CH3:63].[CH3:64][C:65]#[N:66].[N:35]12[CH2:36][CH2:37][CH2:38][N:39]=[C:40]1[CH2:41][CH2:42][CH2:43][CH2:44][CH2:45]2>>[C:1]([CH3:2])(=[O:3])[NH:4][c:5]1[cH:6][cH:7][c:8]([CH2:9][c:10]2[n:11][c:12]3[n:13]([CH2:29][CH2:30][CH2:31][CH3:32])[c:14](=[O:28])[n:15]([CH2:47][c:48]4[c:49]([F:57])[cH:50][cH:51][c:52]([N+:54](=[O:55])[O-:56])[cH:53]4)[c:16](=[O:27])[c:17]3[n:18]2[CH2:19][O:20][C:21]([C:22]([CH3:23])([CH3:24])[CH3:25])=[O:26])[cH:33][cH:34]1. The reactants are O=c1c2nc(Br)n(-c3ccccc3)c2nc(-c2ccc(Cl)cc2Cl)n1-c1ccc(Cl)cc1, CO, [H-], [Na+]. Yields the product COc1nc2c(=O)n(-c3ccc(Cl)cc3)c(-c3ccc(Cl)cc3Cl)nc2n1-c1ccccc1. Reaction SMILES: [Br:3][c:4]1[n:5](-[c:29]2[cH:30][cH:31][cH:32][cH:33][cH:34]2)[c:6]2[n:7][c:8](-[c:21]3[c:22]([Cl:28])[cH:23][c:24]([Cl:27])[cH:25][cH:26]3)[n:9](-[c:14]3[cH:15][cH:16][c:17]([Cl:20])[cH:18][cH:19]3)[c:10](=[O:13])[c:11]2[n:12]1.[CH3:35][OH:36].[H-:1].[Na+:2]>>[c:4]1([O:36][CH3:35])[n:5](-[c:29]2[cH:30][cH:31][cH:32][cH:33][cH:34]2)[c:6]2[n:7][c:8](-[c:21]3[c:22]([Cl:28])[cH:23][c:24]([Cl:27])[cH:25][cH:26]3)[n:9](-[c:14]3[cH:15][cH:16][c:17]([Cl:20])[cH:18][cH:19]3)[c:10](=[O:13])[c:11]2[n:12]1. The reactants are CN(C)C=O, O=C(Cl)C(=O)Cl, ClCCl, O=C(O)c1sccc1NS(=O)(=O)c1ccccc1. The product is [Cl-], O=C(O)c1sccc1NS(=O)(=O)c1ccccc1. Reaction SMILES: [CH3:19][N:20]([CH3:21])[CH:22]=[O:23].[Cl:24][C:25]([C:26]([Cl:27])=[O:28])=[O:29].[Cl:30][CH2:31][Cl:32].[c:1]1([S:7](=[O:8])(=[O:9])[NH:10][c:11]2[c:12]([C:16](=[O:17])[OH:18])[s:13][cH:14][cH:15]2)[cH:2][cH:3][cH:4][cH:5][cH:6]1>>[Cl-:24].[c:1]1([S:7](=[O:8])(=[O:9])[NH:10][c:11]2[c:12]([C:16](=[O:17])[OH:18])[s:13][cH:14][cH:15]2)[cH:2][cH:3][cH:4][cH:5][cH:6]1. Reactants: CO, Cl, C1COCCO1, O=C(O)Cn1cnnn1. Product: COC(=O)Cn1cnnn1. Reaction SMILES: [CH3:17][OH:18].[ClH:10].[O:11]1[CH2:12][CH2:16][O:15][CH2:14][CH2:13]1.[n:1]1([CH2:6][C:7](=[O:8])[OH:9])[n:2][n:3][n:4][cH:5]1>>[n:1]1([CH2:6][C:7](=[O:8])[O:9][CH3:12])[n:2][n:3][n:4][cH:5]1.